From a dataset of the Open Reaction Database (ORD), a public repository of structured organic reaction records. describe an organic reaction: reactants, conditions, products, and yield Starting materials: [H-].[Na+] (sodium hydride), FC=1C(=C2C(=NC1)NC=C2)I (5-fluoro-4-iodo-1H-pyrrolo[2,3-b]pyridine), C[Si](CCOCCl)(C)C ([β-(trimethylsilyl)ethoxy]methyl chloride). Run in CN(C)C=O (DMF). Reaction conditions: time 1 hour. The product is FC=1C(=C2C(=NC1)N(C=C2)COCC[Si](C)(C)C)I (5-fluoro-4-iodo-1-{[2-(trimethylsilyl)ethoxy]methyl}-1H-pyrrolo[2,3-b]pyridine). Isolated yield 95.3%. RXN SMILES: [F:1][C:2]1[C:3]([I:11])=[C:4]2[CH:10]=[CH:9][NH:8][C:5]2=[N:6][CH:7]=1.[H-].[Na+].[CH3:14][Si:15]([CH3:22])([CH3:21])[CH2:16][CH2:17][O:18][CH2:19]Cl>CN(C=O)C>[F:1][C:2]1[C:3]([I:11])=[C:4]2[CH:10]=[CH:9][N:8]([CH2:19][O:18][CH2:17][CH2:16][Si:15]([CH3:22])([CH3:21])[CH3:14])[C:5]2=[N:6][CH:7]=1 |f:1.2|. Procedure: To a solution of 5-fluoro-4-iodo-1H-pyrrolo[2,3-b]pyridine (5.0 g, 0.019 mol) in DMF (30.0 mL) cooled at 0° C. under nitrogen was portionwise added sodium hydride (1.13 g, 0.0282 mol). The reaction was stirred for 1 hour. To the mixture was slowly added [β-(trimethylsilyl)ethoxy]methyl chloride (4.05 mL, 0.0229 mol). The reaction was stirred at 0° C. for 1 hour and quenched with water. The resulting solution was extracted with EtOAc (2 times). The combined extracts were washed with water, brine,...